Dataset: the Open Reaction Database (ORD), a public repository of structured organic reaction records. Task: describe an organic reaction: reactants, conditions, products, and yield Reactants: CCOC(=O)c1c(C)nc2c(NCc3c(C)cc(F)cc3C)cc(Br)cn12, C1CCOC1. Product: Cc1cc(F)cc(C)c1CNc1cc(Br)cn2c(CO)c(C)nc12. Reaction SMILES: [Br:1][c:2]1[cH:3][c:4]([NH:17][CH2:18][c:19]2[c:20]([CH3:27])[cH:21][c:22]([F:26])[cH:23][c:24]2[CH3:25])[c:5]2[n:6]([cH:7]1)[c:8]([C:12](=[O:13])[O:14][CH2:15][CH3:16])[c:9]([CH3:11])[n:10]2.[CH2:28]1[O:29][CH2:30][CH2:31][CH2:32]1>>[Br:1][c:2]1[cH:3][c:4]([NH:17][CH2:18][c:19]2[c:20]([CH3:27])[cH:21][c:22]([F:26])[cH:23][c:24]2[CH3:25])[c:5]2[n:6]([cH:7]1)[c:8]([CH2:12][OH:13])[c:9]([CH3:11])[n:10]2. Reactants: C(C1=CC=CC=C1)OC(=O)N[C@@H](CO)C(=O)O (Benzyloxycarbonylserine), C(C)N1CCCCC1 (N-ethylpiperidine), C(C(C)(C)C)(=O)Cl (pivaloylchloride), COC([C@@H](NC([C@@H](N)CC(N)=O)=O)CC1=CC=CC=C1)=O (asparaginyl-phenylalanine methyl ester), Br (hydrobromide), C(C)N1CCCCC1 (N-ethylpiperidine). Run in ClCCl (dichlormethane), N1=CC=CC=C1 (pyridine), ClCCl (dichloromethane). Run at temperature 0 celsius, time 2.5 minute. Product: COC([C@@H](NC([C@@H](NC([C@@H](NC(=O)OCC1=CC=CC=C1)CO)=O)CC(N)=O)=O)CC1=CC=CC=C1)=O (Benzyloxycarbonylseryl-asparaginyl-phenylalanine methyl ester). RXN SMILES: [CH2:1]([O:8][C:9]([NH:11][C@H:12]([C:15]([OH:17])=O)[CH2:13][OH:14])=[O:10])[C:2]1[CH:7]=[CH:6][CH:5]=[CH:4][CH:3]=1.C(N1CCCCC1)C.C(Cl)(=O)C(C)(C)C.[CH3:33][O:34][C:35](=[O:53])[C@H:36]([CH2:46][C:47]1[CH:52]=[CH:51][CH:50]=[CH:49][CH:48]=1)[NH:37][C:38](=[O:45])[C@H:39]([CH2:41][C:42](=[O:44])[NH2:43])[NH2:40].Br>ClCCl.N1C=CC=CC=1>[CH3:33][O:34][C:35](=[O:53])[C@H:36]([CH2:46][C:47]1[CH:48]=[CH:49][CH:50]=[CH:51][CH:52]=1)[NH:37][C:38](=[O:45])[C@H:39]([CH2:41][C:42](=[O:44])[NH2:43])[NH:40][C:15](=[O:17])[C@H:12]([CH2:13][OH:14])[NH:11][C:9]([O:8][CH2:1][C:2]1[CH:3]=[CH:4][CH:5]=[CH:6][CH:7]=1)=[O:10]. Reported procedure: Benzyloxycarbonylserine (8.4 g; 35 mmoles), N-ethylpiperidine (4.9 ml) and pyridine (3.5 ml) in dichlormethane (100 ml) cooled to -20° C. are treated under constant stirring with pivaloylchloride (4.4 ml); the mixture is stirred and cooled (0° C.) a further 8 minutes. After that, within 2 to 3 minutes, a solution of asparaginyl-phenylalanine methyl ester, liberated from its hydrobromide (13.1 g; 35 mmoles) by the addition of N-ethylpiperidine (4.9 ml), in dichloromethane (100 ml) is added. The r...